This data is from the Open Reaction Database (ORD), a public repository of structured organic reaction records. The task is: describe an organic reaction: reactants, conditions, products, and yield The reactants are C[Li] (methyl lithium), solution, N12CCCC(CC1)(C2)C(=O)N(C)OC ((±) 1-Azabicyclo[3.2.1]oct-5-yl-N-methoxy-N-methyl carboxamide). The solvent is C(C)OCC (diethyl ether), CCOCC (ether). Reaction conditions: temperature -10 celsius, time 1 hour. The product is C(C)(=O)C12CCCN(CC1)C2 ((±) 5-Acetyl-1-azabicyclo[3.2.1]octane). RXN SMILES: [N:1]12[CH2:8][C:5]([C:9](N(OC)C)=[O:10])([CH2:6][CH2:7]1)[CH2:4][CH2:3][CH2:2]2.[CH3:15][Li]>CCOCC>[C:9]([C:5]12[CH2:8][N:1]([CH2:7][CH2:6]1)[CH2:2][CH2:3][CH2:4]2)(=[O:10])[CH3:15]. Reported procedure: A solution of (±) 1-azabicyclo[3.2.1]oct-5-yl-N-methyl-N-methoxycarboxamide (D3) (22.0 g; 0.11 mole) in dry ether (500 ml) was cooled to -30° C. under nitrogen and treated dropwise with methyl lithium (80.0 ml of a 1.4 M solution in diethyl ether; 0.11 mole). The rate of addition was controlled to ensure that the temperature of the reaction remained below 0° C. After stirring for 1 h at -10° C. the reaction was quenched by the addition of excess glacial acetic acid, while maintaining the tempera... Reactants: O=C([O-])O, [Li]c1ccccc1, N#CC1(N2CCCC2)COC1, [Na+], C1CCOC1. The product is NC(c1ccccc1)C1(N2CCCC2)COC1. As a reaction SMILES: [C:19](=[O:20])([OH:21])[O-:22].[Li:12][c:13]1[cH:14][cH:15][cH:16][cH:17][cH:18]1.[N:1]1([C:6]2([C:10]#[N:11])[CH2:7][O:8][CH2:9]2)[CH2:2][CH2:3][CH2:4][CH2:5]1.[Na+:23].[O:24]1[CH2:25][CH2:26][CH2:27][CH2:28]1>>[N:1]1([C:6]2([CH:10]([NH2:11])[c:13]3[cH:14][cH:15][cH:16][cH:17][cH:18]3)[CH2:7][O:8][CH2:9]2)[CH2:2][CH2:3][CH2:4][CH2:5]1. Starting materials: COCC(=O)O, Cl, CN(C(=O)N(C)C1CN(C(=O)C2CCNCC2)CC1c1ccc(F)cc1)c1cc(C(F)(F)F)cc(C(F)(F)F)c1. Yields the product COCC(=O)N1CCC(C(=O)N2CC(c3ccc(F)cc3)C(N(C)C(=O)N(C)c3cc(C(F)(F)F)cc(C(F)(F)F)c3)C2)CC1. As a reaction SMILES: [CH3:42][O:43][CH2:44][C:45](=[O:46])[OH:47].[ClH:1].[F:2][C:3]([c:4]1[cH:5][c:6]([N:14]([C:15](=[O:16])[N:17]([CH3:18])[CH:19]2[CH2:20][N:21]([C:31](=[O:32])[CH:33]3[CH2:34][CH2:35][NH:36][CH2:37][CH2:38]3)[CH2:22][CH:23]2[c:24]2[cH:25][cH:26][c:27]([F:30])[cH:28][cH:29]2)[CH3:39])[cH:7][c:8]([C:10]([F:11])([F:12])[F:13])[cH:9]1)([F:40])[F:41]>>[F:2][C:3]([c:4]1[cH:5][c:6]([N:14]([C:15](=[O:16])[N:17]([CH3:18])[CH:19]2[CH2:20][N:21]([C:31](=[O:32])[CH:33]3[CH2:34][CH2:35][N:36]([C:45]([CH2:44][O:43][CH3:42])=[O:46])[CH2:37][CH2:38]3)[CH2:22][CH:23]2[c:24]2[cH:25][cH:26][c:27]([F:30])[cH:28][cH:29]2)[CH3:39])[cH:7][c:8]([C:10]([F:11])([F:12])[F:13])[cH:9]1)([F:40])[F:41]. Starting materials: II (I2), C(=O)=O.CC(C)O (CO2 i-PrOH), C1=CC=C(C=2OC3=C(C21)C=CC=C3)[Si](C3=CC=CC=C3)(C3=CC=CC=C3)C3=CC=CC=C3 (Dibenzo[b,d]furan-4-yltriphenylsilane), C(CCC)[Li] (n-Butyllithium), CCCCCC (hexane), C(=O)=O.CC(C)O (CO2 i-PrOH). Run in CCOCC (ether), C1CCOC1 (THF). Conditions: time 4 hour. Product: IC1=CC=CC=2C3=C(OC21)C(=CC=C3)[Si](C3=CC=CC=C3)(C3=CC=CC=C3)C3=CC=CC=C3 ((6-iododibenzo[b,d]furan-4-yl)triphenylsilane). The yield is 61.5%. RXN SMILES: [CH:1]1[C:9]2[C:8]3[CH:10]=[CH:11][CH:12]=[CH:13][C:7]=3[O:6][C:5]=2[C:4]([Si:14]([C:27]2[CH:32]=[CH:31][CH:30]=[CH:29][CH:28]=2)([C:21]2[CH:26]=[CH:25][CH:24]=[CH:23][CH:22]=2)[C:15]2[CH:20]=[CH:19][CH:18]=[CH:17][CH:16]=2)=[CH:3][CH:2]=1.C(=O)=O.CC(O)C.C([Li])CCC.CCCCCC.[I:51]I>C1COCC1.CCOCC>[I:51][C:13]1[C:7]2[O:6][C:5]3[C:4]([Si:14]([C:27]4[CH:32]=[CH:31][CH:30]=[CH:29][CH:28]=4)([C:21]4[CH:22]=[CH:23][CH:24]=[CH:25][CH:26]=4)[C:15]4[CH:20]=[CH:19][CH:18]=[CH:17][CH:16]=4)=[CH:3][CH:2]=[CH:1][C:9]=3[C:8]=2[CH:10]=[CH:11][CH:12]=1 |f:1.2|. Reported procedure: Dibenzo[b,d]furan-4-yltriphenylsilane (9.80 g, 22.97 mmol) was dissolved in dry THF (100 mL) and cooled in the CO2/i-PrOH bath. n-Butyllithium in hexane (2.5 M, 12.87 mL, 32.2 mmol) was added dropwise. It was warmed to room temperature, stirred for 4 hours, and cooled again in the CO2/i-PrOH bath, and a solution of I2 (8.63 g, 34 mmol) in ether (50 mL) was added dropwise. The reaction mixture was warmed to room temperature, stirred for 1 hour, and quenched with an aqueous solution of NaHSO3 (10 ... Product: N1C(=NC2=C1C=CC=C2)C2=C1C=3C=CC(=CC3C(C1=CC=C2)=O)[N+](=O)[O-] (5-(1H-benzimidazol-2-yl)-2-nitro-9H-fluoren-9-one). The solvent is C(C)(=O)O (acetic acid). Reactants: NC1=C(C=CC=C1)[NH-] ((2-aminophenyl)amide), [N+](=O)([O-])C1=CC=C2C=3C(=CC=CC3C(C2=C1)=O)C(=O)O (7-nitro-9-oxo-9H -fluorene-4-carboxylic acid). Procedure details: The procedure used in Example 68 is followed. In a 100 ml round-bottomed flask under an argon atmosphere, heat, at 130° C. for 4 hours, a suspension of 1.6 g of (2-aminophenyl)amide of 7-nitro-9-oxo-9H -fluorene-4-carboxylic acid, obtained in the previous stage, in 30 ml of acetic acid. After cooling, the insoluble material that formed is filtered off, and washed successively with water, with a saturated aqueous solution of sodium hydrogen carbonate and then with water. After purification by fla... Conditions: temperature 130 celsius. As a reaction SMILES: [NH2:1][C:2]1[CH:7]=[CH:6][CH:5]=[CH:4][C:3]=1[NH-:8].[N+:9]([C:12]1[CH:24]=[C:23]2[C:15]([C:16]3[C:17]([C:26](O)=O)=[CH:18][CH:19]=[CH:20][C:21]=3[C:22]2=[O:25])=[CH:14][CH:13]=1)([O-:11])=[O:10]>C(O)(=O)C>[NH:1]1[C:2]2[CH:7]=[CH:6][CH:5]=[CH:4][C:3]=2[N:8]=[C:26]1[C:17]1[CH:18]=[CH:19][CH:20]=[C:21]2[C:16]=1[C:15]1[CH:14]=[CH:13][C:12]([N+:9]([O-:11])=[O:10])=[CH:24][C:23]=1[C:22]2=[O:25]. The reactants are BrC(C=1C(=CC=CC1)C(=O)O)Br (α,α-dibromo-o-toluic acid), Cl.Cl.C(C1=CC=CC=C1)NN (benzylhydrazine dihydrochloride). Solvent: C(C)N(CC)CC (triethylamine). Yields the product C(C1=CC=CC=C1)N1C(C2=CC=CC=C2C=N1)=O (2-benzyl-1-phthalazinone). Yield: 51.2%. As a reaction SMILES: Br[CH:2](Br)[C:3]1[C:4]([C:9]([OH:11])=O)=[CH:5][CH:6]=[CH:7][CH:8]=1.Cl.Cl.[CH2:15]([NH:22][NH2:23])[C:16]1[CH:21]=[CH:20][CH:19]=[CH:18][CH:17]=1>C(N(CC)CC)C>[CH2:15]([N:22]1[N:23]=[CH:2][C:3]2[C:4](=[CH:5][CH:6]=[CH:7][CH:8]=2)[C:9]1=[O:11])[C:16]1[CH:21]=[CH:20][CH:19]=[CH:18][CH:17]=1 |f:1.2.3|. Procedure details: α,α-dibromo-o-toluic acid (29.4 g), benzylhydrazine dihydrochloride (19.5 g) and triethylamine (60 g) were allowed to react as in Example 4. There was obtained 12.1 g (yield: 51%) of 2-benzyl-1-phthalazinone having a melting point of 104°-105° C.